From a dataset of the Open Reaction Database (ORD), a public repository of structured organic reaction records. describe an organic reaction: reactants, conditions, products, and yield The reactants are C(C)(=O)C=1C(=C(NC(=O)C2=NN=NN2CC2=CC=CC=C2)C=C(C1)C)O (3'-acetyl-1-benzyl-2'-hydroxy-5'-methyl-1H-tetrazole-5-carboxanilide), [H][H] (hydrogen). The reagents and catalysts are [Pd] (palladium on charcoal). Run in C(C)(=O)O (acetic acid). Yields the product C(C)(=O)C=1C(=C(NC(=O)C2=NN=NN2)C=C(C1)C)O (3'-acetyl-2'-hydroxy-5'-methyltetrazole-5-carboxanilide). Yield: 59.2%. RXN SMILES: [C:1]([C:4]1[C:5]([OH:26])=[C:6]([CH:22]=[C:23]([CH3:25])[CH:24]=1)[NH:7][C:8]([C:10]1[N:14](CC2C=CC=CC=2)[N:13]=[N:12][N:11]=1)=[O:9])(=[O:3])[CH3:2].[H][H]>C(O)(=O)C.[Pd]>[C:1]([C:4]1[C:5]([OH:26])=[C:6]([CH:22]=[C:23]([CH3:25])[CH:24]=1)[NH:7][C:8]([C:10]1[NH:14][N:13]=[N:12][N:11]=1)=[O:9])(=[O:3])[CH3:2]. Reported procedure: A solution of 3'-acetyl-1-benzyl-2'-hydroxy-5'-methyl-1H-tetrazole-5-carboxanilide (5.0 g) in glacial acetic acid was hydrogenated at 4.1 kg/cm2 and 28° C., using a 5% w/w palladium on charcoal catalyst. The reaction was carefully monitored, and when the theoretical quantity of hydrogen had been used (after 9.5 hours) the catalyst was filtered off and extracted with acetic acid in a Soxhlet apparatus. The acetic acid solutions were then combined and evaporated, and the resulting residue was recr... Reactants: BrC=1SC(=CC1CO)C1=CC=CC=C1 ((2-bromo-5-phenylthiophen-3-yl)methanol). The reagents and catalysts are [O-2].[O-2].[Mn+4] (manganese dioxide). Run in ClCCl (dichloromethane). The product is BrC=1SC(=CC1C=O)C1=CC=CC=C1 (2-bromo-5-phenylthiophene-3-carbaldehyde). Yield: 80.7%. As a reaction SMILES: [Br:1][C:2]1[S:3][C:4]([C:9]2[CH:14]=[CH:13][CH:12]=[CH:11][CH:10]=2)=[CH:5][C:6]=1[CH2:7][OH:8]>ClCCl.[O-2].[O-2].[Mn+4]>[Br:1][C:2]1[S:3][C:4]([C:9]2[CH:10]=[CH:11][CH:12]=[CH:13][CH:14]=2)=[CH:5][C:6]=1[CH:7]=[O:8] |f:2.3.4|. Reported procedure: A solution of (2-bromo-5-phenylthiophen-3-yl)methanol (11e) (220 mg, 0.83 mmol) and manganese dioxide (720 mg, 8.3 mmol) in dichloromethane (3 mL) was stirred at room temperature for 160 minutes. The reaction mixture was filtered over Celite® and the filtrate was evaporated to dryness to provide the desired aldehyde (11f) (180 mg, 0.67 mmol, 81%), which was used without further purification. Reactants: N1C=NC(=C1)C(C=C)CC1=CC=CC=C1 (3-(1H-Imidazol-4-yl)-4-phenyl-1-butene). The reagents and catalysts are [Pd] (Pd/C). Solvent: CO (methanol). Reaction conditions: time 12 hour. Yields the product N1C=NC(=C1)C(CC)CC1=CC=CC=C1 (3-(1H-Imidazol-4-yl)-4-pheylbutane). Reaction SMILES: [NH:1]1[CH:5]=[C:4]([CH:6]([CH2:9][C:10]2[CH:15]=[CH:14][CH:13]=[CH:12][CH:11]=2)[CH:7]=[CH2:8])[N:3]=[CH:2]1>CO.[Pd]>[NH:1]1[CH:5]=[C:4]([CH:6]([CH2:9][C:10]2[CH:15]=[CH:14][CH:13]=[CH:12][CH:11]=2)[CH2:7][CH3:8])[N:3]=[CH:2]1. Reported procedure: 3 mmol of (1H-imidazol-4-yl)-4-phenyl-1-butene (Example 51) are dissolved in 50 ml of methanol. 70 mg Pd/C (10%) are added, and reduction is carried out for 12 hours at a pressure of 10 bar under hydrogen. Starting materials: C(C)(C)(C)OC(N(C)CC1=NN(C(=C1)S(=O)(=O)C1=CC(=CC=C1)C#N)C=1C(=NC=CC1)F)=O (tert-Butyl({5-[(3-cyanophenyl)sulfonyl]-1-(2-fluoropyridin-3-yl)-1H-pyrazol-3-yl}methyl)methylcarbamate), C(C)(=O)OCC.Cl (hydrogen chloride-ethyl acetate). The solvent is C(C)(=O)OCC (ethyl acetate), CC(C)O (2-propanol). Run at time 3 hour. Yields the product Cl.FC1=NC=CC=C1N1N=C(C=C1S(=O)(=O)C=1C=C(C#N)C=CC1)CNC (3-({1-(2-fluoropyridin-3-yl)-3-[(methylamino)methyl]-1H-pyrazol-5-yl}sulfonyl)benzonitrile hydrochloride). Isolated yield 86.0%. Reaction SMILES: C(O[C:6](=O)[N:7]([CH2:9][C:10]1[CH:14]=[C:13]([S:15]([C:18]2[CH:23]=[CH:22][CH:21]=[C:20]([C:24]#[N:25])[CH:19]=2)(=[O:17])=[O:16])[N:12]([C:26]2[C:27]([F:32])=[N:28][CH:29]=[CH:30][CH:31]=2)[N:11]=1)C)(C)(C)C.C(OCC)(=O)C.[ClH:40]>C(OCC)(=O)C.CC(O)C>[ClH:40].[F:32][C:27]1[C:26]([N:12]2[C:13]([S:15]([C:18]3[CH:19]=[C:20]([CH:21]=[CH:22][CH:23]=3)[C:24]#[N:25])(=[O:16])=[O:17])=[CH:14][C:10]([CH2:9][NH:7][CH3:6])=[N:11]2)=[CH:31][CH:30]=[CH:29][N:28]=1 |f:1.2,5.6|. Procedure: tert-Butyl({5-[(3-cyanophenyl)sulfonyl]-1-(2-fluoropyridin-3-yl)-1H-pyrazol-3-yl}methyl)methylcarbamate (247 mg) was dissolved in ethyl acetate (2 mL) and 2-propanol (1 mL), and 4 mol/L hydrogen chloride-ethyl acetate solution (3 mL) was added. After stirring at room temperature for 3 hr, the reaction mixture was concentrated under reduced pressure, and the residue was recrystallized from a mixed solvent of ethanol and water to give the title compound as colorless crystals (yield 184 mg, yield 8... Starting materials: COc1ccc(Cn2cnc3c(-c4cccnc4Nc4c(C)ccc5c(Nc6ccc(C#N)cc6)ncnc45)ncnc32)cc1, O=C(O)C(F)(F)F. The product is Cc1ccc2c(Nc3ccc(C#N)cc3)ncnc2c1Nc1ncccc1-c1ncnc2[nH]cnc12. As a reaction SMILES: [CH3:1][O:2][c:3]1[cH:4][cH:5][c:6]([CH2:7][n:8]2[c:9]3[n:10][cH:11][n:12][c:13](-[c:17]4[c:18]([NH:23][c:24]5[c:25]([CH3:43])[cH:26][cH:27][c:28]6[c:29]([NH:34][c:35]7[cH:36][cH:37][c:38]([C:39]#[N:40])[cH:41][cH:42]7)[n:30][cH:31][n:32][c:33]56)[n:19][cH:20][cH:21][cH:22]4)[c:14]3[n:15][cH:16]2)[cH:44][cH:45]1.[F:46][C:47]([F:48])([F:49])[C:50]([OH:51])=[O:52]>>[nH:8]1[c:9]2[n:10][cH:11][n:12][c:13](-[c:17]3[c:18]([NH:23][c:24]4[c:25]([CH3:43])[cH:26][cH:27][c:28]5[c:29]([NH:34][c:35]6[cH:36][cH:37][c:38]([C:39]#[N:40])[cH:41][cH:42]6)[n:30][cH:31][n:32][c:33]45)[n:19][cH:20][cH:21][cH:22]3)[c:14]2[n:15][cH:16]1. The reactants are NC1=NC(=NC=2N1OC(N2)=O)N(CC=C)CC=C (7-amino-5-diallylamino-2H-[1,2,4]oxadiazolo[2,3-a]-s-triazin-2-one), ClC1=C(C(=O)Cl)C=CC(=C1)Cl (2,4-dichlorobenzoyl chloride), Cl (hydrochloric acid). Solvent: C(Cl)Cl (methylene chloride), O (water), C(Cl)Cl (methylene chloride), C(C)N(CC)CC (triethylamine). Reaction conditions: temperature 5 celsius, time 1 hour. Product: ClC1=C(C(=O)NC2=NC(=NC=3N2OC(N3)=O)N(CC=C)CC=C)C=CC(=C1)Cl (2,4-dichloro-N-{5-diallylamino-2-oxo-2H-[1,2,4]oxadiazolo[2,3-a]-s-triazin-7-yl}benzamide). RXN SMILES: [NH2:1][C:2]1[N:7]2[O:8][C:9](=[O:11])[N:10]=[C:6]2[N:5]=[C:4]([N:12]([CH2:16][CH:17]=[CH2:18])[CH2:13][CH:14]=[CH2:15])[N:3]=1.[Cl:19][C:20]1[CH:28]=[C:27]([Cl:29])[CH:26]=[CH:25][C:21]=1[C:22](Cl)=[O:23].Cl>O.C(Cl)Cl.C(N(CC)CC)C>[Cl:19][C:20]1[CH:28]=[C:27]([Cl:29])[CH:26]=[CH:25][C:21]=1[C:22]([NH:1][C:2]1[N:7]2[O:8][C:9](=[O:11])[N:10]=[C:6]2[N:5]=[C:4]([N:12]([CH2:16][CH:17]=[CH2:18])[CH2:13][CH:14]=[CH2:15])[N:3]=1)=[O:23]. Procedure: 4.5 g. of 7-amino-5-diallylamino-2H-[1,2,4]oxadiazolo[2,3-a]-s-triazin-2-one are suspended in 100 ml. of methylene chloride and 10 ml. of triethylamine, cooled while stirring to about 5° C. and treated with 2.5 ml. of 2,4-dichlorobenzoyl chloride in 20 ml. of methylene chloride. After 1 hour at 0° C., the mixture is diluted with 100 ml. of water and adjusted to pH 4 with hydrochloric acid. The two phases are separated and the aqueous phase is extracted twice with methylene chloride. The combined... Starting materials: C(C)OC(CN1C(=NC(=C1)NC(=O)C1=C(C(=CC=C1)[N+](=O)[O-])C(=O)OCC)CCCCCC)=O (hexyl-4-{[(3-nitro-2ethoxycarbonylphenyl)carbonyl]amino}imidazole-1-acetic acid ethyl ester). The reagents and catalysts are [Pd] (palladium-on-carbon). Product: C(C)OC(C(N1C=NC(=C1)NC(=O)C1=C(C(=CC=C1)N)C(=O)OCC)CCCCCC)=O (α-Hexyl-4-{[(3-amino-2-ethoxycarbonylphenyl)carbonyl]amino}imidazole-1-acetic acid ethyl ester). Reaction SMILES: [CH2:1]([O:3][C:4](=[O:34])[CH2:5][N:6]1[CH:10]=[C:9]([NH:11][C:12]([C:14]2[CH:19]=[CH:18][CH:17]=[C:16]([N+:20]([O-])=O)[C:15]=2[C:23]([O:25][CH2:26][CH3:27])=[O:24])=[O:13])[N:8]=[C:7]1CCCCCC)[CH3:2]>[Pd]>[CH2:1]([O:3][C:4](=[O:34])[CH:5]([CH2:18][CH2:19][CH2:14][CH2:15][CH2:16][CH3:17])[N:6]1[CH:10]=[C:9]([NH:11][C:12]([C:14]2[CH:19]=[CH:18][CH:17]=[C:16]([NH2:20])[C:15]=2[C:23]([O:25][CH2:26][CH3:27])=[O:24])=[O:13])[N:8]=[CH:7]1)[CH3:2]. Procedure details: A mixture of 5.1 g of -hexyl-4-{[(3-nitro-2ethoxycarbonylphenyl)carbonyl]amino}imidazole-1-acetic acid ethyl ester and 2.1 g of 5% palladium-on-carbon were hydrogenated in the presence of 150 ml of methanol until consumption of hydrogen ceased. The catalyst was removed by filtration and the filtrate concentrated in vacuo to provide 4.7 g of the desired subtitled intermediate. NMR.